This data is from the Open Reaction Database (ORD), a public repository of structured organic reaction records. The task is: describe an organic reaction: reactants, conditions, products, and yield Yield: 7.6%. Procedure: Under nitrogen protection, zinc suspension (1.76 mL, 1.338 mmol) was added to a solution of diiodine (4.5 mg, 0.018 mmol) in DMA at room temperature. After several minutes, (bromomethyl)cyclopropane (120 mg, 0.892 mmol) was added. The reaction mixture was heated at 70° C. for 3 h, cooled down to room temperature, then transferred to a flask containing (1aR,5aR)-2-(5-bromo-pyrazin-2-yl)-1a,2,5,5a-tetrahydro-1H-2,3-diaza-cyclopropa[a]pentalene-4-carboxylic acid (2-hydroxy-1,1-dimethyl-ethyl)-amide... Reaction SMILES: II.Br[CH2:4][CH:5]1[CH2:7][CH2:6]1.[OH:8][CH2:9][C:10]([NH:13][C:14]([C:16]1[C:17]2[CH2:18][C@H:19]3[CH2:31][C@H:20]3[C:21]=2[N:22]([C:24]2[CH:29]=[N:28][C:27](Br)=[CH:26][N:25]=2)[N:23]=1)=[O:15])([CH3:12])[CH3:11]>CC(N(C)C)=O.C1COCC1.[Zn].CC(C)([P](C(C)(C)C)([Pd][P](C(C)(C)C)(C(C)(C)C)C(C)(C)C)C(C)(C)C)C>[OH:8][CH2:9][C:10]([NH:13][C:14]([C:16]1[C:17]2[CH2:18][C@H:19]3[CH2:31][C@H:20]3[C:21]=2[N:22]([C:24]2[CH:29]=[N:28][C:27]([CH2:4][CH:5]3[CH2:7][CH2:6]3)=[CH:26][N:25]=2)[N:23]=1)=[O:15])([CH3:12])[CH3:11] |^1:46,52|. The solvent is C1CCOC1 (THF), CC(=O)N(C)C (DMA). Reaction conditions: temperature 70 celsius. Product: OCC(C)(C)NC(=O)C=1C=2C[C@@H]3[C@H](C2N(N1)C1=NC=C(N=C1)CC1CC1)C3 ((1aR,5aR)-2-(5-Cyclopropylmethyl-pyrazin-2-yl)-1a,2,5,5a-tetrahydro-1H-2,3-diaza-cyclopropa[a]pentalene-4-carboxylic Acid (2-Hydroxy-1,1-dimethyl-ethyl)-amide). Reactants: OCC(C)(C)NC(=O)C=1C=2C[C@@H]3[C@H](C2N(N1)C1=NC=C(N=C1)Br)C3 ((1aR,5aR)-2-(5-bromo-pyrazin-2-yl)-1a,2,5,5a-tetrahydro-1H-2,3-diaza-cyclopropa[a]pentalene-4-carboxylic acid (2-hydroxy-1,1-dimethyl-ethyl)-amide), II (diiodine), BrCC1CC1 ((bromomethyl)cyclopropane). The reagents and catalysts are CC(C)([P](C(C)(C)C)([Pd][P](C(C)(C)C)(C(C)(C)C)C(C)(C)C)C(C)(C)C)C (bis(tri-t-butylphosphine)palladium), [Zn] (zinc). Reactants: Cl, Cn1c2c(c3cccc(F)c31)C(=O)CCC2, NO, c1ccncc1. Yields the product Cn1c2c(c3cccc(F)c31)C(=NO)CCC2. RXN SMILES: [ClH:17].[F:1][c:2]1[cH:3][cH:4][cH:5][c:6]2[c:7]3[c:12]([n:13]([CH3:15])[c:14]12)[CH2:11][CH2:10][CH2:9][C:8]3=[O:16].[NH2:18][OH:19].[cH:20]1[cH:21][cH:22][n:23][cH:24][cH:25]1>>[F:1][c:2]1[cH:3][cH:4][cH:5][c:6]2[c:7]3[c:12]([n:13]([CH3:15])[c:14]12)[CH2:11][CH2:10][CH2:9][C:8]3=[N:18][OH:19]. Product: C(=O)(OCC1=CC=CC=C1)N([C@@H](C(C)C)C(=O)N([C@@H](CC1=CC(=C(C=C1)O)C(C)(C)C)C(=O)NOC)C)C (Z-N-Me-Val-N-Me-Tyr(3-tBu)-NHOMe). Procedure: To a solution of N-Me-Tyr(3-tBu)-NHOMe (1.24 g, 4.42 mmol), Z-N-Me-Val-OH (1.76 g, 6.63 mmol) and CMPI (1.7 g, 6.63 mmol) in THF (30 ml), TEA (1.23 ml, 8.84 mmol) was added and stirred overnight. The mixture was mixed with water, extracted with ethyl acetate. The organic layer was dried over anhydrous sodium sulfate and evaporated to remove the solvent under reduced pressure. The thus obtained residue was subjected to silica gel column chromatography (developing solvent: ethyl acetate:n-hexane=1... Conditions: time 8 hour. The reactants are O (water), N([C@@H](CC1=CC(=C(C=C1)O)C(C)(C)C)C(=O)NOC)C (N-Me-Tyr(3-tBu)-NHOMe), C(=O)(OCC1=CC=CC=C1)N([C@@H](C(C)C)C(=O)O)C (Z-N-Me-Val-OH), TEA. As a reaction SMILES: [NH:1]([CH3:20])[C@H:2]([C:15]([NH:17][O:18][CH3:19])=[O:16])[CH2:3][C:4]1[CH:9]=[CH:8][C:7]([OH:10])=[C:6]([C:11]([CH3:14])([CH3:13])[CH3:12])[CH:5]=1.[C:21]([N:31]([CH3:39])[C@H:32]([C:36]([OH:38])=O)[CH:33]([CH3:35])[CH3:34])([O:23][CH2:24][C:25]1[CH:30]=[CH:29][CH:28]=[CH:27][CH:26]=1)=[O:22].O>C1COCC1>[C:21]([N:31]([CH3:39])[C@H:32]([C:36]([N:1]([CH3:20])[C@H:2]([C:15]([NH:17][O:18][CH3:19])=[O:16])[CH2:3][C:4]1[CH:9]=[CH:8][C:7]([OH:10])=[C:6]([C:11]([CH3:14])([CH3:12])[CH3:13])[CH:5]=1)=[O:38])[CH:33]([CH3:34])[CH3:35])([O:23][CH2:24][C:25]1[CH:26]=[CH:27][CH:28]=[CH:29][CH:30]=1)=[O:22]. Yield: 56.6%. Solvent: C1CCOC1 (THF).